Dataset: the Open Reaction Database (ORD), a public repository of structured organic reaction records. Task: describe an organic reaction: reactants, conditions, products, and yield Reactants: FC(SC1=CC=C(CNC(C2=CC=CC=C2)=O)C=C1)(F)F (N-(4-trifluoromethylthiobenzyl)benzamide), FC(SC1=CC=C(CBr)C=C1)(F)F (4-(trifluoromethylthio) benzyl bromide), [H-].[Na+] (sodium hydride). Yields the product FC(SC1=CC=C(CN(C(C2=CC=CC=C2)=O)CC2=CC=C(C=C2)SC(F)(F)F)C=C1)(F)F (N,N-bis(4-trifluoromethylthiobenzyl)benzamide). The yield is 81.0%. Reaction SMILES: [F:1][C:2]([F:21])([F:20])[S:3][C:4]1[CH:19]=[CH:18][C:7]([CH2:8][NH:9][C:10](=[O:17])[C:11]2[CH:16]=[CH:15][CH:14]=[CH:13][CH:12]=2)=[CH:6][CH:5]=1.[F:22][C:23]([F:34])([F:33])[S:24][C:25]1[CH:32]=[CH:31][C:28]([CH2:29]Br)=[CH:27][CH:26]=1.[H-].[Na+]>>[F:21][C:2]([F:20])([F:1])[S:3][C:4]1[CH:5]=[CH:6][C:7]([CH2:8][N:9]([CH2:29][C:28]2[CH:31]=[CH:32][C:25]([S:24][C:23]([F:34])([F:22])[F:33])=[CH:26][CH:27]=2)[C:10](=[O:17])[C:11]2[CH:16]=[CH:15][CH:14]=[CH:13][CH:12]=2)=[CH:18][CH:19]=1 |f:2.3|. Reported procedure: N-(4-trifluoromethylthiobenzyl)benzamide (100 mg, 0.32 mmol) was coupled with 4-(trifluoromethylthio) benzyl bromide (91 mg, 0.34 mmol) using sodium hydride (9.2 mg, 0.38 mmol) to give 130 mg (80%) of N,N-bis(4-trifluoromethylthiobenzyl)benzamide as a yellow oil. 1HNMR (360 MHz, DMSO-d6) δ 7.65 (m, 4H), 7.31-7.47 (m, 9H), 4.57-4.66 (m, 4H). MS-EI m/z 501 [M+]. Starting materials: CC(=O)OCC(=C(C(=O)O)c1ccccc1)c1ccc(S(C)(=O)=O)cc1, CCN=C=NCCCN(C)C, CN(C)c1ccncc1, ClCCl, O=[N+]([O-])OCC(CCCO)O[N+](=O)[O-]. Yields the product CC(=O)OCC(=C(C(=O)OCCCC(CO[N+](=O)[O-])O[N+](=O)[O-])c1ccccc1)c1ccc(S(C)(=O)=O)cc1. As a reaction SMILES: [C:1]([CH3:2])(=[O:3])[O:4][CH2:5][C:6](=[C:7]([C:8](=[O:9])[OH:10])[c:11]1[cH:12][cH:13][cH:14][cH:15][cH:16]1)[c:17]1[cH:18][cH:19][c:20]([S:23](=[O:24])(=[O:25])[CH3:26])[cH:21][cH:22]1.[CH3:41][CH2:42][N:43]=[C:44]=[N:45][CH2:46][CH2:47][CH2:48][N:49]([CH3:50])[CH3:51].[CH3:55][N:56]([c:57]1[cH:58][cH:59][n:60][cH:61][cH:62]1)[CH3:63].[Cl:52][CH2:53][Cl:54].[N+:27](=[O:28])([O-:29])[O:30][CH:31]([CH2:32][CH2:33][CH2:34][OH:35])[CH2:36][O:37][N+:38](=[O:39])[O-:40]>>[C:1]([CH3:2])(=[O:3])[O:4][CH2:5][C:6](=[C:7]([C:8](=[O:9])[O:10][CH2:34][CH2:33][CH2:32][CH:31]([O:30][N+:27](=[O:28])[O-:29])[CH2:36][O:37][N+:38](=[O:39])[O-:40])[c:11]1[cH:12][cH:13][cH:14][cH:15][cH:16]1)[c:17]1[cH:18][cH:19][c:20]([S:23](=[O:24])(=[O:25])[CH3:26])[cH:21][cH:22]1.